Task: describe an organic reaction: reactants, conditions, products, and yield. Dataset: the Open Reaction Database (ORD), a public repository of structured organic reaction records The reactants are Cl (HCl), O1C=CC2=C1C(=CC=C2)CC(=O)NC (benzofuran-7-yl-N-methylacetamide), [BH4-].[Na+] (sodiumborohydride), C(C)(=O)O (Acetic acid). Solvent: O1CCOCC1 (dioxane). Yields the product O1C=CC2=C1C(=CC=C2)CCNC (2-(Benzofuran-7-yl)ethyl-N-methylamine). RXN SMILES: [O:1]1[C:5]2[C:6]([CH2:10][C:11]([NH:13][CH3:14])=O)=[CH:7][CH:8]=[CH:9][C:4]=2[CH:3]=[CH:2]1.[BH4-].[Na+].C(O)(=O)C.Cl>O1CCOCC1>[O:1]1[C:5]2[C:6]([CH2:10][CH2:11][NH:13][CH3:14])=[CH:7][CH:8]=[CH:9][C:4]=2[CH:3]=[CH:2]1 |f:1.2|. Reported procedure: 8.70 g benzofuran-7-yl-N-methylacetamide and 5.21 g (0.138 mol) sodiumborohydride were dissolved in 100 ml dioxane. Acetic acid was added dropwise to the chilled solution. Then, the reaction mixture was warmed slowly and refluxed for 1 h. After cooling to room temperature, 25 ml 6N HCl was added and the mixture was warmed to reflux for 5 min. The mixture was cooled, pH adjusted to 10 and the mixture was extracted with dichloromethane. The organic layer was washed with water and brine, dried over... Starting materials: OCC1CCN(CC1)C(=O)OC(C)(C)C (tert-butyl 4-(hydroxymethyl)piperidine-1-carboxylate), C1(=CC=CC=C1)C1=CC=NC2=C3N=CC=C(C3=CC=C12)C1=CC=CC=C1 (4,7-diphenyl-1,10-phenanthroline). Reagents/catalysts: C(C)(=O)[O-].[Pd+2].C(C)(=O)[O-] (palladium acetate). Solvent: C(CCC)OC=C (butylvinyl ether). Conditions: time 15 minute. Yields the product C(=C)OCC1CCN(CC1)C(=O)OC(C)(C)C (tert-butyl 4-[(vinyloxy)methyl]piperidine-1-carboxylate). The yield is 9182.5%. RXN SMILES: [OH:1][CH2:2][CH:3]1[CH2:8][CH2:7][N:6]([C:9]([O:11][C:12]([CH3:15])([CH3:14])[CH3:13])=[O:10])[CH2:5][CH2:4]1.[C:16]1(C2C3C(=C4C(=CC=3)C(C3C=CC=CC=3)=CC=N4)N=CC=2)C=CC=C[CH:17]=1>C([O-])(=O)C.[Pd+2].C([O-])(=O)C.C(OC=C)CCC>[CH:16]([O:1][CH2:2][CH:3]1[CH2:8][CH2:7][N:6]([C:9]([O:11][C:12]([CH3:15])([CH3:14])[CH3:13])=[O:10])[CH2:5][CH2:4]1)=[CH2:17] |f:2.3.4|. Reported procedure: 4.3 g of tert-butyl 4-(hydroxymethyl)piperidine-1-carboxylate, 66 mg of 4,7-diphenyl-1,10-phenanthroline, and 45 mg of palladium acetate were added to 50 mL of butylvinyl ether, followed by stirring at room temperature for 15 minutes, and stirring at 75° C. for 2 days. The reaction mixture was filtered through celite, and the filtrate was concentrated under reduced pressure. The residue was purified by silica gel column chromatography (n-hexane/ethyl acetate) to obtain 4.4 g of tert-butyl 4-[(vi... Starting materials: Cl (HCl), COC(NC12C3=C(OCC1CCCC2)C=CC=C3)=O (Methyl(6,6a,7,8,9,10-hexahydro-10aH-dibenzo[b,d]pyran-10a-yl)carbamate), C[Si]([O-])(C)C.[K+] (potassium trimethylsilanolate), amine. Product: Cl.C1=CC=CC=2OCC3C(C21)(CCCC3)N (6,6a,7,8,9,10-Hexahydro-10aH-dibenzo[b,d]pyran-10a-amine monohydrochloride). RXN SMILES: COC(=O)[NH:4][C:5]12[CH2:14][CH2:13][CH2:12][CH2:11][CH:10]1[CH2:9][O:8][C:7]1[CH:15]=[CH:16][CH:17]=[CH:18][C:6]2=1.C[Si](C)(C)[O-].[K+].[ClH:26]>>[ClH:26].[CH:18]1[C:6]2[C:5]3([NH2:4])[CH2:14][CH2:13][CH2:12][CH2:11][CH:10]3[CH2:9][O:8][C:7]=2[CH:15]=[CH:16][CH:17]=1 |f:1.2,4.5|. Reported procedure: A solution of the compound from Example 72 (0.3 g, 1.15 mmol) and potassium trimethylsilanolate (0.3 g, 2.34 mmol) was refluxed for 21 hours. Workup followed by treatment of the free amine with isopropanolic HCl gave the title compound (0.24 g), mp 230°-232° C. Starting materials: CO, CCCCOc1c(N)c(=O)c1=O, NCCCOc1cccc(C2OCCO2)c1. Yields the product Nc1c(NCCCOc2cccc(C3OCCO3)c2)c(=O)c1=O. RXN SMILES: [CH3:29][OH:30].[NH2:17][c:18]1[c:19]([O:24][CH2:25][CH2:26][CH2:27][CH3:28])[c:20](=[O:23])[c:21]1=[O:22].[O:1]1[CH:2]([c:6]2[cH:7][c:8]([O:9][CH2:10][CH2:11][CH2:12][NH2:13])[cH:14][cH:15][cH:16]2)[O:3][CH2:4][CH2:5]1>>[O:1]1[CH:2]([c:6]2[cH:7][c:8]([O:9][CH2:10][CH2:11][CH2:12][NH:13][c:19]3[c:18]([NH2:17])[c:21](=[O:22])[c:20]3=[O:23])[cH:14][cH:15][cH:16]2)[O:3][CH2:4][CH2:5]1. Reactants: CC1=C(C=CC=C1C(C1=CC=C(C=C1)Cl)=O)CC(=O)O (2-methyl-3-(p-chlorobenzoyl)-phenylacetic acid), S(=O)(Cl)Cl (thionyl chloride), S(=O)(Cl)Cl (thionyl chloride). Product: CC1=C(C=CC=C1C(C1=CC=C(C=C1)Cl)=O)CC(=O)Cl (2-methyl-3-(p-chlorobenzoyl)-phenylacetic acid chloride). As a reaction SMILES: [CH3:1][C:2]1[C:7]([C:8](=[O:16])[C:9]2[CH:14]=[CH:13][C:12]([Cl:15])=[CH:11][CH:10]=2)=[CH:6][CH:5]=[CH:4][C:3]=1[CH2:17][C:18]([OH:20])=O.S(Cl)([Cl:23])=O>>[CH3:1][C:2]1[C:7]([C:8](=[O:16])[C:9]2[CH:14]=[CH:13][C:12]([Cl:15])=[CH:11][CH:10]=2)=[CH:6][CH:5]=[CH:4][C:3]=1[CH2:17][C:18]([Cl:23])=[O:20]. Procedure details: A solution of 5.8 g of 2-methyl-3-(p-chlorobenzoyl)-phenylacetic acid in 25 ml of thionyl chloride was refluxed for 11/2 hours and excess thionyl chloride was removed to obtain 2-methyl-3-(p-chlorobenzoyl)-phenylacetic acid chloride melting at 62°-63°C.